Dataset: the Open Reaction Database (ORD), a public repository of structured organic reaction records. Task: describe an organic reaction: reactants, conditions, products, and yield Starting materials: BrCc1ccccc1, CO, Nc1ccc(S)cc1, [Na+], [OH-]. Yields the product Nc1ccc(SCc2ccccc2)cc1. As a reaction SMILES: [Br:11][CH2:12][c:13]1[cH:14][cH:15][cH:16][cH:17][cH:18]1.[CH3:19][OH:20].[NH2:1][c:2]1[cH:3][cH:4][c:5]([SH:8])[cH:6][cH:7]1.[Na+:10].[OH-:9]>>[NH2:1][c:2]1[cH:3][cH:4][c:5]([S:8][CH2:12][c:13]2[cH:14][cH:15][cH:16][cH:17][cH:18]2)[cH:6][cH:7]1.